Dataset: the Open Reaction Database (ORD), a public repository of structured organic reaction records. Task: describe an organic reaction: reactants, conditions, products, and yield The reactants are BrC1=C(C(=O)O)C=CC(=C1OCC(=O)CC)Br (2,4-dibromo-3-(ethylcarbonylmethoxy)benzoic acid), C1(CC(CCC1)=O)=O (cyclohexane-1,3-dione), Cl.CN(CCCN=C=NCC)C (N′-(3-dimethylaminopropyl)-N-ethylcarbodiimide hydrochloride), CN(C)C1=NC=CC=C1 (dimethylaminopyridine). Run in C(Cl)Cl (CH2Cl2), C(Cl)Cl (CH2Cl2). Product: BrC1=C(C(=O)OC2=CC(CCC2)=O)C=CC(=C1OCC(=O)CC)Br (3-oxo-1-cyclohexenyl 2,4-dibromo-3-(ethylcarbonylmethoxy)benzoate). RXN SMILES: [Br:1][C:2]1[C:10]([O:11][CH2:12][C:13]([CH2:15][CH3:16])=[O:14])=[C:9]([Br:17])[CH:8]=[CH:7][C:3]=1[C:4]([OH:6])=[O:5].[C:18]1(=O)[CH2:23][CH2:22][CH2:21][C:20](=[O:24])[CH2:19]1.Cl.CN(C)CCCN=C=NCC.CN(C1C=CC=CN=1)C>C(Cl)Cl>[Br:1][C:2]1[C:10]([O:11][CH2:12][C:13]([CH2:15][CH3:16])=[O:14])=[C:9]([Br:17])[CH:8]=[CH:7][C:3]=1[C:4]([O:6][C:18]1[CH2:23][CH2:22][CH2:21][C:20](=[O:24])[CH:19]=1)=[O:5] |f:2.3|. Procedure details: 0.415 g (1.10 mmol) of 2,4-dibromo-3-(ethylcarbonylmethoxy)benzoic acid, 0.140 g (1.20 mmol) of cyclohexane-1,3-dione, 0.222 g (1.10 mmol) of N′-(3-dimethylaminopropyl)-N-ethylcarbodiimide hydrochloride and 0.001 g of dimethylaminopyridine were stirred in 30 ml of CH2Cl2 at room temperature for 3 h. The mixture was then diluted with CH2Cl2 and washed with 0.5 N HCl, with water, with saturated NaHCO3 solution and again with water. The combined organic phases were dried over Na2SO4 and evaporated ...